Dataset: the Open Reaction Database (ORD), a public repository of structured organic reaction records. Task: describe an organic reaction: reactants, conditions, products, and yield The reactants are Cc1[nH]c(=S)oc1C, COS(=O)(=O)OC, [Na+], [OH-]. Yields the product CSc1nc(C)c(C)o1. RXN SMILES: [CH3:1][c:2]1[nH:3][c:4](=[S:8])[o:5][c:6]1[CH3:7].[CH3:9][O:10][S:11]([O:12][CH3:13])(=[O:14])=[O:15].[Na+:17].[OH-:16]>>[CH3:1][c:2]1[n:3][c:4]([S:8][CH3:9])[o:5][c:6]1[CH3:7]. Reactants: Cc1ccc(NC(=O)C(CN2CC(O[Si](C)(C)C(C)(C)C)C2)Oc2ncnc3c2cnn3-c2ncccc2Cl)nc1, C1CCOC1, CCCC[N+](CCCC)(CCCC)CCCC, [F-]. Product: Cc1ccc(NC(=O)C(CN2CC(O)C2)Oc2ncnc3c2cnn3-c2ncccc2Cl)nc1. Reaction SMILES: [C:19]([Si:20]([CH3:21])([CH3:22])[O:24][CH:25]1[CH2:26][N:27]([CH2:29][CH:30]([C:31](=[O:32])[NH:33][c:34]2[n:35][cH:36][c:37]([CH3:40])[cH:38][cH:39]2)[O:41][c:42]2[c:43]3[c:44]([n:45][cH:46][n:47]2)[n:48](-[c:51]2[n:52][cH:53][cH:54][cH:55][c:56]2[Cl:57])[n:49][cH:50]3)[CH2:28]1)([CH3:23])([CH3:58])[CH3:59].[CH2:60]1[O:61][CH2:62][CH2:63][CH2:64]1.[CH3:2][CH2:3][CH2:4][CH2:5][N+:6]([CH2:7][CH2:8][CH2:9][CH3:10])([CH2:11][CH2:12][CH2:13][CH3:14])[CH2:15][CH2:16][CH2:17][CH3:18].[F-:1]>>[OH:24][CH:25]1[CH2:26][N:27]([CH2:29][CH:30]([C:31](=[O:32])[NH:33][c:34]2[n:35][cH:36][c:37]([CH3:40])[cH:38][cH:39]2)[O:41][c:42]2[c:43]3[c:44]([n:45][cH:46][n:47]2)[n:48](-[c:51]2[n:52][cH:53][cH:54][cH:55][c:56]2[Cl:57])[n:49][cH:50]3)[CH2:28]1. Reactants: O(C1=CC=CC=C1)P(=O)(OC1=CC=CC=C1)OC=1N(CCOC1)C(=O)OC(C)(C)C (tert-butyl 5-((diphenoxyphosphoryl)oxy)-2H-1,4-oxazine-4(3H)-carboxylate), C(C1=CC=CC=C1)(=O)C1=CC=C(C=C1)B(O)O (4-benzoylphenylboronic acid). Product: C(C1=CC=CC=C1)(=O)C1=CC=C(C=C1)C=1N(CCOC1)C(=O)OC(C)(C)C (tert-butyl 5-(4-benzoylphenyl)-2H-1,4-oxazine-4(3H)-carboxylate). The yield is 65.0%. Reaction SMILES: O(P(O[C:18]1[N:19]([C:24]([O:26][C:27]([CH3:30])([CH3:29])[CH3:28])=[O:25])[CH2:20][CH2:21][O:22][CH:23]=1)(OC1C=CC=CC=1)=O)C1C=CC=CC=1.[C:31]([C:39]1[CH:44]=[CH:43][C:42](B(O)O)=[CH:41][CH:40]=1)(=[O:38])[C:32]1[CH:37]=[CH:36][CH:35]=[CH:34][CH:33]=1>>[C:31]([C:39]1[CH:44]=[CH:43][C:42]([C:18]2[N:19]([C:24]([O:26][C:27]([CH3:28])([CH3:29])[CH3:30])=[O:25])[CH2:20][CH2:21][O:22][CH:23]=2)=[CH:41][CH:40]=1)(=[O:38])[C:32]1[CH:37]=[CH:36][CH:35]=[CH:34][CH:33]=1. Procedure: This compound was prepared from tert-butyl 5-((diphenoxyphosphoryl)oxy)-2H-1,4-oxazine-4(3H)-carboxylate and 4-benzoylphenylboronic acid using a procedure similar to that described in Example 2 (Steps 1-3a) above. The product was isolated as a white solid (65% yield); 1H-NMR (d6-DMSO) 1.11 (9H, s), 3.71 (2H, t), 4.15 (2H, t), 6.65 (1H, s), 7.37-7.39 (2H, m), 7.57-7.59 (2H, m), 7.68-7.71 (5H, m); MS ES(+) 366.2 (M++1); Anal. Calcd for C22H23NO4: C, 72.31; H, 6.34; N, 3.83. Found: C, 71.95; H, 6.2... Starting materials: C1(=CC=CC=C1)[C@@H](C)OC(NC1=C(C=CC=C1)Br)=O ((2-bromo-phenyl)-carbamic acid (R)-1-phenyl-ethyl ester), OC1=CC=C(C=C1)B(O)O (4-hydroxyphenylboronic acid). Product: C1(=CC=CC=C1)[C@@H](C)OC(NC1=C(C=CC=C1)C1=CC=C(C=C1)O)=O ((4′-Hydroxy-biphenyl-2-yl)-carbamic acid (R)-1-phenyl-ethyl ester). Reaction SMILES: [C:1]1([C@H:7]([O:9][C:10](=[O:19])[NH:11][C:12]2[CH:17]=[CH:16][CH:15]=[CH:14][C:13]=2Br)[CH3:8])[CH:6]=[CH:5][CH:4]=[CH:3][CH:2]=1.[OH:20][C:21]1[CH:26]=[CH:25][C:24](B(O)O)=[CH:23][CH:22]=1>>[C:1]1([C@H:7]([O:9][C:10](=[O:19])[NH:11][C:12]2[CH:17]=[CH:16][CH:15]=[CH:14][C:13]=2[C:24]2[CH:25]=[CH:26][C:21]([OH:20])=[CH:22][CH:23]=2)[CH3:8])[CH:6]=[CH:5][CH:4]=[CH:3][CH:2]=1. Procedure: Prepared according to the procedure described in Example 1, Step 2, using the following starting materials: (2-bromo-phenyl)-carbamic acid (R)-1-phenyl-ethyl ester and 4-hydroxyphenylboronic acid. Starting materials: CCOc1ccc2c(c1)C(=O)C(NC(=O)C(F)(F)F)C2, CC[SiH](CC)CC, O=C(O)C(F)(F)F. Yields the product CCOc1ccc2c(c1)CC(NC(=O)C(F)(F)F)C2. Reaction SMILES: [CH2:1]([CH3:2])[O:3][c:4]1[cH:5][cH:6][c:7]2[c:11]([cH:12]1)[C:10](=[O:13])[CH:9]([NH:14][C:15]([C:16]([F:17])([F:18])[F:19])=[O:20])[CH2:8]2.[CH2:21]([SiH:22]([CH2:23][CH3:24])[CH2:25][CH3:26])[CH3:27].[OH:28][C:29]([C:30]([F:31])([F:32])[F:33])=[O:34]>>[CH2:1]([CH3:2])[O:3][c:4]1[cH:5][cH:6][c:7]2[c:11]([cH:12]1)[CH2:10][CH:9]([NH:14][C:15]([C:16]([F:17])([F:18])[F:19])=[O:20])[CH2:8]2.